The task is: describe an organic reaction: reactants, conditions, products, and yield. This data is from the Open Reaction Database (ORD), a public repository of structured organic reaction records. Reactants: C[C@]12C(C([C@H](CC1)C2(C)C)=O)=O ((1S,4R)-1,7,7-trimethyl-bicyclo[2.2.1]heptane-2,3-dione), COP(OC)(=O)CC(=O)C1=C(C=C(C(=C1)OC)F)Cl ([2-(2-Chloro-4-fluoro-5-methoxy-phenyl)-2-oxo-ethyl]-phosphonic acid dimethyl ester), O.NN (hydrazine monohydrate). Product: ClC1=C(C=C(C(=C1)F)OC)C1=NN=C2[C@]3(CC[C@@H](C2=C1)C3(C)C)C ((1S,8R)-5-(2-Chloro-4-fluoro-5-methoxy-phenyl)-1,11,11-trimethyl-3,4-diaza-tricyclo[6.2.1.02,7]undeca-2,4,6-triene). As a reaction SMILES: [CH3:1][C@@:2]12[C:8]([CH3:10])([CH3:9])[C@@H:5]([CH2:6][CH2:7]1)[C:4](=O)[C:3]2=O.COP([CH2:19][C:20]([C:22]1[CH:27]=[C:26]([O:28][CH3:29])[C:25]([F:30])=[CH:24][C:23]=1[Cl:31])=O)(=O)OC.O.[NH2:33][NH2:34]>>[Cl:31][C:23]1[CH:24]=[C:25]([F:30])[C:26]([O:28][CH3:29])=[CH:27][C:22]=1[C:20]1[CH:19]=[C:4]2[C:3]([C@:2]3([CH3:1])[C:8]([CH3:10])([CH3:9])[C@H:5]2[CH2:6][CH2:7]3)=[N:34][N:33]=1 |f:2.3|. Procedure details: yellow solid. MS (EI): 347.1 (M+). Prepared from (1S,4R)-1,7,7-trimethyl-bicyclo[2.2.1]heptane-2,3-dione, [2-(2-Chloro-4-fluoro-5-methoxy-phenyl)-2-oxo-ethyl]-phosphonic acid dimethyl ester, hydrazine monohydrate. Reagents/catalysts: [B-](F)(F)(F)F.CCOC(=O)C(=NOC(=[N+](C)C)N(C)C)C#N (TOTU). As a reaction SMILES: COc1ccc(CN)cc1.Cc1cccc(C)c1C(=O)O.[B-](F)(F)(F)F.CCOC(=O)C(=NOC(=[N+](C)C)N(C)C)C#N.CN(C)C=O>>COc1ccc(CNC(=O)c2c(C)cccc2C)cc1. Solvent: CN(C)C=O (DMF), CN(C)C=O (DMF), CN(C)C=O (DMF), CN(C)C=O (DMF), CN(C)C=O (DMF), CN(C)C=O (DMF). Yield: 0.8%. Run at temperature 25 celsius, time 2 hour. The product is COc1ccc(CNC(=O)c2c(C)cccc2C)cc1. The reactants are Cc1cccc(C)c1C(=O)O, COc1ccc(CN)cc1.